This data is from the Open Reaction Database (ORD), a public repository of structured organic reaction records. The task is: describe an organic reaction: reactants, conditions, products, and yield Starting materials: COC(=O)COCCCCN1C(=O)CCCC1C=CC(O)Cc1ccccc1, CO, [H][H]. Yields the product COC(=O)COCCCCN1C(=O)CCCC1CCC(O)Cc1ccccc1. As a reaction SMILES: [CH3:1][O:2][C:3]([CH2:4][O:5][CH2:6][CH2:7][CH2:8][CH2:9][N:10]1[CH:11]([CH:17]=[CH:18][CH:19]([CH2:20][c:21]2[cH:22][cH:23][cH:24][cH:25][cH:26]2)[OH:27])[CH2:12][CH2:13][CH2:14][C:15]1=[O:16])=[O:28].[CH3:31][OH:32].[H:29][H:30]>>[CH3:1][O:2][C:3]([CH2:4][O:5][CH2:6][CH2:7][CH2:8][CH2:9][N:10]1[CH:11]([CH2:17][CH2:18][CH:19]([CH2:20][c:21]2[cH:22][cH:23][cH:24][cH:25][cH:26]2)[OH:27])[CH2:12][CH2:13][CH2:14][C:15]1=[O:16])=[O:28]. The reactants are CC1=CC=CC=2N1N=CC2C(=O)O (7-methyl-3-pyrazolo[1,5-a]pyridinecarboxylic acid), resultant mixture, resultant solution, N12C[C@H](C(CC1)CC2)N ((S)-(-)-1-azabicyclo[2.2.2]octan-3-amine), [OH-].[Na+] (NaOH). Run in C(Cl)Cl (methylene chloride), S(=O)(Cl)Cl (thionyl chloride), C(C)(=O)OCC (ethyl acetate). Reaction conditions: time 10 minute. Yields the product N12C[C@H](C(CC1)CC2)NC(=O)C=2C=NN1C2C=CC=C1C ((S)-(-)-N-(1-azabicyclo[2.2.2]oct-3-yl)-7-methylpyrazolo[1,5-a]pyridine-3-carboxamide), crystals. The yield is 84.5%. Reaction SMILES: [CH3:1][C:2]1[N:7]2[N:8]=[CH:9][C:10]([C:11]([OH:13])=O)=[C:6]2[CH:5]=[CH:4][CH:3]=1.[N:14]12[CH2:21][CH2:20][CH:17]([CH2:18][CH2:19]1)[C@H:16]([NH2:22])[CH2:15]2.[OH-].[Na+]>S(Cl)(Cl)=O.C(Cl)Cl.C(OCC)(=O)C>[N:14]12[CH2:21][CH2:20][CH:17]([CH2:18][CH2:19]1)[C@H:16]([NH:22][C:11]([C:10]1[CH:9]=[N:8][N:7]3[C:2]([CH3:1])=[CH:3][CH:4]=[CH:5][C:6]=13)=[O:13])[CH2:15]2 |f:2.3|. Reported procedure: A solution of 880 mg (5 mmol) of 7-methyl-3-pyrazolo[1,5-a]pyridinecarboxylic acid in 10 ml of thionyl chloride was heated under reflux for 30 minutes. Thionyl chloride was distilled off under reduced pressure and the residue was dissolved in 30 ml of methylene chloride. The resultant solution was added dropwise under ice cooling to a solution of 644 mg (5.1 mmol) of (S)-(-)-1-azabicyclo[2.2.2]octan-3-amine, which had been prepared in accordance with the procedure disclosed in Japanese Patent Ap... Reactants: CCOC(=O)C(=O)c1ccc(OCCCCCCCCCCCCOc2ccccc2)cc1, CO, [Na+], [OH-], O. The product is O=C(O)C(=O)c1ccc(OCCCCCCCCCCCCOc2ccccc2)cc1. RXN SMILES: [CH2:1]([CH3:2])[O:3][C:4]([C:5]([c:6]1[cH:7][cH:8][c:9]([O:12][CH2:13][CH2:14][CH2:15][CH2:16][CH2:17][CH2:18][CH2:19][CH2:20][CH2:21][CH2:22][CH2:23][CH2:24][O:25][c:26]2[cH:27][cH:28][cH:29][cH:30][cH:31]2)[cH:10][cH:11]1)=[O:32])=[O:33].[CH3:37][OH:38].[Na+:35].[OH-:34].[OH2:36]>>[O:3]=[C:4]([C:5]([c:6]1[cH:7][cH:8][c:9]([O:12][CH2:13][CH2:14][CH2:15][CH2:16][CH2:17][CH2:18][CH2:19][CH2:20][CH2:21][CH2:22][CH2:23][CH2:24][O:25][c:26]2[cH:27][cH:28][cH:29][cH:30][cH:31]2)[cH:10][cH:11]1)=[O:32])[OH:33].